From a dataset of the Open Reaction Database (ORD), a public repository of structured organic reaction records. describe an organic reaction: reactants, conditions, products, and yield The reactants are COC1=CC(=CC2=C1C(CC1(CCCCC1)O2)=O)OC (5,7-dimethoxyspiro[2H-1-benzopyran-2,1'-cyclohexan]-4(3H)-one), C(C)(C)[N-]C(C)C.[Li+] (lithium diisopropylamide), [Cl-].[NH4+] (ammonium chloride), CI (methyl iodide). The solvent is CN(P(N(C)C)(N(C)C)=O)C (hexamethyl phosphoric triamide), O1CCCC1 (tetrahydrofuran), O1CCCC1 (tetrahydrofuran), O1CCCC1 (tetrahydrofuran). Conditions: time 2 hour. The product is COC1=CC(=CC2=C1C(C(C1(CCCCC1)O2)C)=O)OC (5,7-Dimethoxy-3-methylspiro[2H-1-benzopyran-2,1'-cyclohexan]-4(3H)-one). The yield is 69.6%. As a reaction SMILES: [CH3:1][O:2][C:3]1[C:8]2[C:9](=[O:18])[CH2:10][C:11]3([O:17][C:7]=2[CH:6]=[C:5]([O:19][CH3:20])[CH:4]=1)[CH2:16][CH2:15][CH2:14][CH2:13][CH2:12]3.[CH:21]([N-]C(C)C)(C)C.[Li+].CI.[Cl-].[NH4+]>O1CCCC1.CN(C)P(=O)(N(C)C)N(C)C>[CH3:1][O:2][C:3]1[C:8]2[C:9](=[O:18])[CH:10]([CH3:21])[C:11]3([O:17][C:7]=2[CH:6]=[C:5]([O:19][CH3:20])[CH:4]=1)[CH2:16][CH2:15][CH2:14][CH2:13][CH2:12]3 |f:1.2,4.5|. Procedure details: A solution of 5,7-dimethoxyspiro[2H-1-benzopyran-2,1'-cyclohexan]-4(3H)-one (prepared in Preparation 8) (1.38 g, 5 mmol) in dry tetrahydrofuran (10 ml) is added dropwise at -78° C. to a solution of lithium diisopropylamide (prepared from diisopropylamine (0.77 ml, 7.6 mmol) and 1.3N butyl lithium solution in hexane (3.85 ml, 5.0 mmol)) in tetrahydrofuran. To the mixture is added hexamethyl phosphoric triamide (1.05 ml) and then a solution of methyl iodide (0.78 g, 5.5 mmol) in tetrahydrofuran (1... Starting materials: ClC(C1=CC(=C(C=C1)OC)C12CC3CC(CC(C1)C3)C2)=NC2=CC=C(C(=O)OCC=C)C=C2 (allyl 4-[α-chloro-3-(1-adamantyl)-4-methoxybenzylideneamino]benzoate), C[S-].[Na+] (sodium thiomethylate), O (water). Solvent: COCCOC (DME), COCOC (dimethoxymethane). Product: CSC(C1=CC(=C(C=C1)OC)C12CC3CC(CC(C1)C3)C2)=NC2=CC=C(C(=O)OCC=C)C=C2 (allyl 4-[α-methylthio-3-(1-adamantyl)-4-methoxybenzylideneamino]benzoate). Reaction SMILES: [CH3:1][S-:2].[Na+].Cl[C:5](=[N:24][C:25]1[CH:36]=[CH:35][C:28]([C:29]([O:31][CH2:32][CH:33]=[CH2:34])=[O:30])=[CH:27][CH:26]=1)[C:6]1[CH:11]=[CH:10][C:9]([O:12][CH3:13])=[C:8]([C:14]23[CH2:23][CH:18]4[CH2:19][CH:20]([CH2:22][CH:16]([CH2:17]4)[CH2:15]2)[CH2:21]3)[CH:7]=1.O>COCOC.COCCOC>[CH3:1][S:2][C:5](=[N:24][C:25]1[CH:36]=[CH:35][C:28]([C:29]([O:31][CH2:32][CH:33]=[CH2:34])=[O:30])=[CH:27][CH:26]=1)[C:6]1[CH:11]=[CH:10][C:9]([O:12][CH3:13])=[C:8]([C:14]23[CH2:23][CH:18]4[CH2:19][CH:20]([CH2:22][CH:16]([CH2:17]4)[CH2:15]2)[CH2:21]3)[CH:7]=1 |f:0.1|. Reported procedure: In a round bottom flask, 700 mg (10 mmoles) of sodium thiomethylate are suspended in 25 ml of dimethoxymethane. At ambient temperature and under a nitrogen stream, there are slowly introduced 3.5 g (7.6 mmoles) of allyl 4-[α-chloro-3-(1-adamantyl)-4-methoxybenzylideneamino]benzoate obtained in Example 4(b) and dissolved in 50 ml of DME. After 3 hours of reaction, the mixture is poured into water and extracted with ethyl ether. The organic phase is dried on sodium sulfate, then evaporated under a... Reactants: ClC1=C(C=O)C=CC=C1 (2-chlorobenzaldehyde), C(C)OC(C(CC(=O)OCC)=O)OCC (ethyl 4,4-diethoxyacetoacetate), N1CCCCC1 (piperidine). Run in C1=CC=CC=C1 (benzene). Product: ClC1=C(C=C(C(=O)OCC)C(=O)C(OCC)OCC)C=CC=C1 (ethyl 2-(2-chlorobenzylidene)-4,4-diethoxyacetoacetate). RXN SMILES: [Cl:1][C:2]1[CH:9]=[CH:8][CH:7]=[CH:6][C:3]=1[CH:4]=O.[CH2:10]([O:12][CH:13]([O:22][CH2:23][CH3:24])[C:14](=[O:21])[CH2:15][C:16]([O:18][CH2:19][CH3:20])=[O:17])[CH3:11].N1CCCCC1>C1C=CC=CC=1>[Cl:1][C:2]1[CH:9]=[CH:8][CH:7]=[CH:6][C:3]=1[CH:4]=[C:15]([C:14]([CH:13]([O:12][CH2:10][CH3:11])[O:22][CH2:23][CH3:24])=[O:21])[C:16]([O:18][CH2:19][CH3:20])=[O:17]. Procedure details: (2)-(1) A solution of 2-chlorobenzaldehyde (14.0570 g), ethyl 4,4-diethoxyacetoacetate (21.8240g) and piperidine (1 ml) in benzene (100 ml) was refluxed under azeotropic dehydration for 4 hours. The resultant solution was washed with water, dried and concentrated to give oily ethyl 2-(2-chlorobenzylidene)-4,4-diethoxyacetoacetate. The mixture of the compound obtained above and ethyl 3aminocrotonate (12.92 g) was heated in an oil bath (about 100° C.) for 8 hours. The reaction mixture was dissolve...